This data is from the Open Reaction Database (ORD), a public repository of structured organic reaction records. The task is: describe an organic reaction: reactants, conditions, products, and yield The reactants are FC(C(=O)NC=1N=C2N(C=C(C=C2)C(C2=CC=CC=C2)=O)C1C1=CC=C(C=C1)F)(F)F (2-trifluoroacetamido-3-(4-fluorophenyl)-6-benzoyl-imidazo[1,2-a]pyridine). The solvent is CC(OCC)=O (EA). The product is NC=1N=C2N(C=C(C=C2)C(C2=CC=CC=C2)=O)C1C1=CC=C(C=C1)F (2-Amino-3-(4-fluorophenyl)-6-benzoyl-imidazo[1,2-a]pyridine). RXN SMILES: FC(F)(F)C([NH:5][C:6]1[N:7]=[C:8]2[CH:13]=[CH:12][C:11]([C:14](=[O:21])[C:15]3[CH:20]=[CH:19][CH:18]=[CH:17][CH:16]=3)=[CH:10][N:9]2[C:22]=1[C:23]1[CH:28]=[CH:27][C:26]([F:29])=[CH:25][CH:24]=1)=O>CC(=O)OCC>[NH2:5][C:6]1[N:7]=[C:8]2[CH:13]=[CH:12][C:11]([C:14](=[O:21])[C:15]3[CH:16]=[CH:17][CH:18]=[CH:19][CH:20]=3)=[CH:10][N:9]2[C:22]=1[C:23]1[CH:24]=[CH:25][C:26]([F:29])=[CH:27][CH:28]=1. Procedure: The 2-trifluoroacetamido-3-(4-fluorophenyl)-6-benzoyl-imidazo[1,2-a]pyridine (18.6 g, 43.7 mmol) was converted to product in a manner substantially analogous to Example 56 to yield 11.2 g. (77.2%). EA, MS(FD). The reactants are CC(C)(C)OC(=O)N1CC2CCN(C(=O)C(F)(F)F)CC21, CO, [K+], [K+], [NH4+], O=C([O-])[O-], [OH-], O. The product is CC(C)(C)OC(=O)N1CC2CCNCC21. RXN SMILES: [C:1]([CH3:2])([CH3:3])([CH3:4])[O:5][C:6](=[O:7])[N:8]1[CH2:9][CH:10]2[CH2:11][CH2:12][N:13]([C:16](=[O:17])[C:18]([F:19])([F:20])[F:21])[CH2:14][CH:15]12.[CH3:28][OH:29].[K+:22].[K+:23].[NH4+:32].[O-:24][C:25]([O-:26])=[O:27].[OH-:31].[OH2:30]>>[C:1]([CH3:2])([CH3:3])([CH3:4])[O:5][C:6](=[O:7])[N:8]1[CH2:9][CH:10]2[CH2:11][CH2:12][NH:13][CH2:14][CH:15]12. Starting materials: [BH3-]C#N, CCOC(=O)C(=O)CCc1ccccc1, CC(=O)O, CO, Cl, NC1CCCCc2ccccc2N(CC(=O)O)C1=O, [Na+], [Na]. The product is CCOC(=O)C(CCc1ccccc1)NC1CCCCc2ccccc2N(CC(=O)O)C1=O. As a reaction SMILES: [C:36]([BH3-:37])#[N:38].[CH2:21]([c:22]1[cH:23][cH:24][cH:25][cH:26][cH:27]1)[CH2:28][C:29]([C:30](=[O:31])[O:32][CH2:33][CH3:34])=[O:35].[CH3:41][C:42](=[O:43])[OH:44].[CH3:45][OH:46].[ClH:40].[NH2:2][CH:3]1[C:4](=[O:20])[N:5]([CH2:16][C:17](=[O:18])[OH:19])[c:6]2[c:7]([cH:12][cH:13][cH:14][cH:15]2)[CH2:8][CH2:9][CH2:10][CH2:11]1.[Na+:39].[Na:1]>>[NH:2]([CH:3]1[C:4](=[O:20])[N:5]([CH2:16][C:17](=[O:18])[OH:19])[c:6]2[c:7]([cH:12][cH:13][cH:14][cH:15]2)[CH2:8][CH2:9][CH2:10][CH2:11]1)[CH:29]([CH2:28][CH2:21][c:22]1[cH:23][cH:24][cH:25][cH:26][cH:27]1)[C:30](=[O:31])[O:32][CH2:33][CH3:34]. The reactants are CC(=O)OCCCCCC(C1=C(C)C(=O)c2ccccc2C1=O)c1ccccc1, CCOC(C)=O, Cl, C1CCOC1. Yields the product CC1=C(C(CCCCCO)c2ccccc2)C(=O)c2ccccc2C1=O. As a reaction SMILES: [C:7](=[O:8])([CH3:9])[O:10][CH2:11][CH2:12][CH2:13][CH2:14][CH2:15][CH:16]([c:17]1[cH:18][cH:19][cH:20][cH:21][cH:22]1)[C:23]1=[C:32]([CH3:33])[C:31](=[O:34])[c:30]2[c:25]([cH:26][cH:27][cH:28][cH:29]2)[C:24]1=[O:35].[CH3:36][CH2:37][O:38][C:39](=[O:40])[CH3:41].[ClH:1].[O:2]1[CH2:3][CH2:4][CH2:5][CH2:6]1>>[OH:10][CH2:11][CH2:12][CH2:13][CH2:14][CH2:15][CH:16]([c:17]1[cH:18][cH:19][cH:20][cH:21][cH:22]1)[C:23]1=[C:32]([CH3:33])[C:31](=[O:34])[c:30]2[c:25]([cH:26][cH:27][cH:28][cH:29]2)[C:24]1=[O:35]. Starting materials: Cl (hydrochloric acid), C1(=CC=CC=C1)[C@@H](CC1=CC=C(C=C1)C)N ((R)-(-)-α-phenyl-β-p-tolylethylamine), OC1=CC=C(C=O)C=C1 (p-hydroxybenzaldehyde), [BH4-].[Na+] (sodium borohydride). The solvent is C(C)O (ethyl alcohol). Run at time 3 hour. The product is OC1=CC=C(CN[C@H](CC2=CC=C(C=C2)C)C2=CC=CC=C2)C=C1 ((R)-(+)-N-p-hydroxybenzyl-α-phenyl-β-p-tolylethylamine). The yield is 64.5%. RXN SMILES: [C:1]1([C@H:7]([NH2:16])[CH2:8][C:9]2[CH:14]=[CH:13][C:12]([CH3:15])=[CH:11][CH:10]=2)[CH:6]=[CH:5][CH:4]=[CH:3][CH:2]=1.[OH:17][C:18]1[CH:25]=[CH:24][C:21]([CH:22]=O)=[CH:20][CH:19]=1.[BH4-].[Na+].Cl>C(O)C>[OH:17][C:18]1[CH:25]=[CH:24][C:21]([CH2:22][NH:16][C@@H:7]([C:1]2[CH:6]=[CH:5][CH:4]=[CH:3][CH:2]=2)[CH2:8][C:9]2[CH:10]=[CH:11][C:12]([CH3:15])=[CH:13][CH:14]=2)=[CH:20][CH:19]=1 |f:2.3|. Procedure details: 21.13 g (0.1 mole) of (R)-(-)-α-phenyl-β-p-tolylethylamine (optical purity: 100%) and 12.82 g (0.105 mole) of p-hydroxybenzaldehyde were dissolved in 750 ml of ethyl alcohol. The reaction solution thus obtained was stirred at room temperature for 3 hours, and then stirred under reflux for 1 hour. Thereafter, the reaction solution was admixed at room temperature with 1.89 g (0.05 mole) of sodium borohydride, stirred for 3 hours, and then stirred under reflux for 1 hour. The reaction mixture was a... Starting materials: CC(=O)N1CCc2c(-c3cccc(OC(C)(C)C)c3)nc(N3CCOCC3)nc21, CO, Cl, [Na+], [OH-]. The product is CC(C)(C)Oc1cccc(-c2nc(N3CCOCC3)nc3c2CCN3)c1. RXN SMILES: [C:1]([CH3:2])([CH3:3])([CH3:4])[O:5][c:6]1[cH:7][c:8](-[c:12]2[c:13]3[c:14]([n:15][c:16]([N:18]4[CH2:19][CH2:20][O:21][CH2:22][CH2:23]4)[n:17]2)[N:24]([C:27](=[O:28])[CH3:29])[CH2:25][CH2:26]3)[cH:9][cH:10][cH:11]1.[CH3:33][OH:34].[ClH:32].[Na+:31].[OH-:30]>>[C:1]([CH3:2])([CH3:3])([CH3:4])[O:5][c:6]1[cH:7][c:8](-[c:12]2[c:13]3[c:14]([n:15][c:16]([N:18]4[CH2:19][CH2:20][O:21][CH2:22][CH2:23]4)[n:17]2)[NH:24][CH2:25][CH2:26]3)[cH:9][cH:10][cH:11]1.